This data is from the Open Reaction Database (ORD), a public repository of structured organic reaction records. The task is: describe an organic reaction: reactants, conditions, products, and yield The reactants are NC1=C(C=C(C=C1F)C)NC1CCN(CC1)C1CCOCC1 ((2-amino-3-fluoro-5-methylphenyl)[1-(tetrahydro-2H-pyran-4-yl)-4-piperidinyl]amine), N,N′-carbonyldiimidazole, O1CCCC1 (tetrahydrofuran), O1CCCC1 (tetrahydrofuran). Run at time 30 minute. Product: FC1=CC(=CC=2N(C(NC21)=O)C2CCN(CC2)C2CCOCC2)C (4-fluoro-6-methyl-1-[1-(tetrahydro-2H-pyran-4-yl)-4-piperidinyl]-1,3-dihydro-2H-benzimidazol-2-one). Reaction SMILES: [NH2:1][C:2]1[C:7]([F:8])=[CH:6][C:5]([CH3:9])=[CH:4][C:3]=1[NH:10][CH:11]1[CH2:16][CH2:15][N:14]([CH:17]2[CH2:22][CH2:21][O:20][CH2:19][CH2:18]2)[CH2:13][CH2:12]1.[O:23]1CCC[CH2:24]1>>[F:8][C:7]1[C:2]2[NH:1][C:24](=[O:23])[N:10]([CH:11]3[CH2:16][CH2:15][N:14]([CH:17]4[CH2:22][CH2:21][O:20][CH2:19][CH2:18]4)[CH2:13][CH2:12]3)[C:3]=2[CH:4]=[C:5]([CH3:9])[CH:6]=1. Procedure details: A mixture of (2-amino-3-fluoro-5-methylphenyl)[1-(tetrahydro-2H-pyran-4-yl)-4-piperidinyl]amine (0.5 g), N,N′-carbonyldiimidazole (0.66 g) and tetrahydrofuran (7 ml) was heated to reflux. After 30 minutes, tetrahydrofuran (3 ml) was added, and the mixture heated at reflux for a further 1½ hours. The reaction mixture was filtered and washed with tetrahydrofuran (10 ml), then the solid was dried at 40-45° C. under high vacuum to give the title compound (0.323 g). Yields the product CS(=O)(=O)C=1C=CC(=CC1)[C@H]([C@@H](CF)NC(=O)C(Cl)Cl)O.C(CCC)(=O)[O-] (Florfenicol butyrate). Reaction SMILES: [CH3:1][S:2]([C:5]1[CH:6]=[CH:7][C:8]([C@@H:11]([OH:21])[C@H:12]([NH:15][C:16]([CH:18]([Cl:20])[Cl:19])=[O:17])[CH2:13][F:14])=[CH:9][CH:10]=1)(=[O:4])=[O:3].Cl(O)(=O)(=O)=[O:23]>C(OC(=O)CCC)(=O)CCC>[CH3:1][S:2]([C:5]1[CH:6]=[CH:7][C:8]([C@@H:11]([OH:21])[C@H:12]([NH:15][C:16]([CH:18]([Cl:20])[Cl:19])=[O:17])[CH2:13][F:14])=[CH:9][CH:10]=1)(=[O:4])=[O:3].[C:11]([O-:21])(=[O:23])[CH2:8][CH2:9][CH3:10] |f:3.4|. Reaction conditions: time 3 hour. The reactants are CS(=O)(=O)C=1C=CC(=CC1)[C@H]([C@@H](CF)NC(=O)C(Cl)Cl)O (florfenicol), Cl(=O)(=O)(=O)O (perchloric acid). The solvent is C(CCC)(=O)OC(CCC)=O (butyric anhydride). Procedure details: 225 g of florfenicol was suspended in 330 ml of butyric anhydride in one liter round bottom flask equipped with a over head stirrer and a drying tube. To this suspension was added one ml of perchloric acid, while stirring vigorously, with a pipette. A clear solution was obtained in a few minutes. Stirring was continued for another 3 hours during which the florfenicol butyrate pro-drug was crystallized. The solid product was filtered using a Buckner funnel under vacuum, and washed thoroughly with... Starting materials: C1COCCN1, COC(=O)c1cncc(Br)c1, Cc1ccccc1, CCOCC, O=C(C=Cc1ccccc1)C=Cc1ccccc1, O=C(C=Cc1ccccc1)C=Cc1ccccc1, O=C(C=Cc1ccccc1)C=Cc1ccccc1, [Pd], [Pd], c1ccc(P(c2ccccc2)c2ccc3ccccc3c2-c2c(P(c3ccccc3)c3ccccc3)ccc3ccccc23)cc1. Reaction SMILES: [CH2:12]1[CH2:13][O:14][CH2:15][CH2:16][NH:17]1.[CH3:1][O:2][C:3]([c:4]1[cH:5][n:6][cH:7][c:8]([Br:10])[cH:9]1)=[O:11].[CH3:64][c:65]1[cH:66][cH:67][cH:68][cH:69][cH:70]1.[CH3:71][CH2:72][O:73][CH2:74][CH3:75].[O:114]=[C:115]([CH:116]=[CH:117][c:118]1[cH:119][cH:120][cH:121][cH:122][cH:123]1)[CH:124]=[CH:125][c:126]1[cH:127][cH:128][cH:129][cH:130][cH:131]1.[O:78]=[C:79]([CH:80]=[CH:81][c:82]1[cH:83][cH:84][cH:85][cH:86][cH:87]1)[CH:88]=[CH:89][c:90]1[cH:91][cH:92][cH:93][cH:94][cH:95]1.[O:96]=[C:97]([CH:98]=[CH:99][c:100]1[cH:101][cH:102][cH:103][cH:104][cH:105]1)[CH:106]=[CH:107][c:108]1[cH:109][cH:110][cH:111][cH:112][cH:113]1.[Pd:76].[Pd:77].[cH:18]1[cH:19][cH:20][c:21]([P:22]([c:23]2[cH:24][cH:25][c:26]3[c:27]([cH:28][cH:29][cH:30][cH:31]3)[c:32]2-[c:33]2[c:34]3[c:35]([cH:36][cH:37][cH:38][cH:39]3)[cH:40][cH:41][c:42]2[P:43]([c:44]2[cH:45][cH:46][cH:47][cH:48][cH:49]2)[c:50]2[cH:51][cH:52][cH:53][cH:54][cH:55]2)[c:56]2[cH:57][cH:58][cH:59][cH:60][cH:61]2)[cH:62][cH:63]1>>[CH3:1][O:2][C:3]([c:4]1[cH:5][n:6][cH:7][c:8]([N:17]2[CH2:12][CH2:13][O:14][CH2:15][CH2:16]2)[cH:9]1)=[O:11]. Product: COC(=O)c1cncc(N2CCOCC2)c1. Reaction conditions: temperature 0 celsius, time 30 minute. Solvent: O1CCCC1 (tetrahydrofuran), O1CCCC1 (tetrahydrofuran). The product is O=C1CC(CN1CC1=CC=CC=C1)C(=O)NCC(F)(F)F (5-oxo-1-(phenylmethyl)-N-(2,2,2-trifluoroethyl)-3-pyrrolidinecarboxamide). Reported procedure: A mixture of 21.9 g (0.100 mole) 5-oxo-1-(phenylmethyl)-3-pyrrolidinecarboxylic acid in 150 ml tetrahydrofuran, was cooled to 0° C. in an ice bath under nitrogen and 24.32 g (0.150 mole) carbonyl diimidazole was added. The reaction was stirred at 0° C. for 30 minutes, then at room temperature for 30 minutes. A solution of 13.55 g (0.100 mole) of 2,2,2-triflouroethylamine hydrochloride, 15.22 g (0.100 mole) 1,8-diazabicyclo[5.4.0]undec-7-ene and 100 ml tetrahydrofuran was added. The reaction was ... The yield is 28.3%. As a reaction SMILES: [O:1]=[C:2]1[N:6]([CH2:7][C:8]2[CH:13]=[CH:12][CH:11]=[CH:10][CH:9]=2)[CH2:5][CH:4]([C:14]([OH:16])=O)[CH2:3]1.C(C1NC=CN=1)(C1NC=CN=1)=O.Cl.[F:30][C:31]([F:35])([F:34])[CH2:32][NH2:33].N12CCCN=C1CCCCC2>O1CCCC1>[O:1]=[C:2]1[N:6]([CH2:7][C:8]2[CH:9]=[CH:10][CH:11]=[CH:12][CH:13]=2)[CH2:5][CH:4]([C:14]([NH:33][CH2:32][C:31]([F:35])([F:34])[F:30])=[O:16])[CH2:3]1 |f:2.3|. The reactants are O=C1CC(CN1CC1=CC=CC=C1)C(=O)O (5-oxo-1-(phenylmethyl)-3-pyrrolidinecarboxylic acid), Cl.FC(CN)(F)F (2,2,2-triflouroethylamine hydrochloride), N12CCCCCC2=NCCC1 (1,8-diazabicyclo[5.4.0]undec-7-ene), C(=O)(C=1NC=CN1)C=1NC=CN1 (carbonyl diimidazole). Starting materials: C1CCOC1, COC(=O)c1cnc(OCc2conc2-c2ccc(Cl)cc2)cn1, CO, Cl, [Li+], [OH-], O, O. Product: O=C(O)c1cnc(OCc2conc2-c2ccc(Cl)cc2)cn1. RXN SMILES: [CH2:29]1[O:30][CH2:31][CH2:32][CH2:33]1.[CH3:1][O:2][C:3](=[O:4])[c:5]1[n:6][cH:7][c:8]([O:11][CH2:12][c:13]2[c:14](-[c:18]3[cH:19][cH:20][c:21]([Cl:24])[cH:22][cH:23]3)[n:15][o:16][cH:17]2)[n:9][cH:10]1.[CH3:35][OH:36].[ClH:28].[Li+:27].[OH-:26].[OH2:25].[OH2:34]>>[O:2]=[C:3]([OH:4])[c:5]1[n:6][cH:7][c:8]([O:11][CH2:12][c:13]2[c:14](-[c:18]3[cH:19][cH:20][c:21]([Cl:24])[cH:22][cH:23]3)[n:15][o:16][cH:17]2)[n:9][cH:10]1. The reactants are CCOC(C)=O, Cl, N#C[Cu], O=N[O-], Nc1ccc2[nH]ncc2c1, [Na+], [Na+], [Na+], N#C[Na], O=C([O-])[O-], O. Product: N#Cc1ccc2[nH]ncc2c1. RXN SMILES: [CH3:29][CH2:30][O:31][C:32](=[O:33])[CH3:34].[ClH:11].[Cu:22][C:23]#[N:24].[N:12]([O-:13])=[O:14].[NH2:1][c:2]1[cH:3][c:4]2[cH:5][n:6][nH:7][c:8]2[cH:9][cH:10]1.[Na+:15].[Na+:16].[Na+:17].[Na:25][C:26]#[N:27].[O-:18][C:19](=[O:20])[O-:21].[OH2:28]>>[c:2]1([C:23]#[N:24])[cH:3][c:4]2[cH:5][n:6][nH:7][c:8]2[cH:9][cH:10]1.